This data is from the Open Reaction Database (ORD), a public repository of structured organic reaction records. The task is: describe an organic reaction: reactants, conditions, products, and yield The reactants are C1CCOC1, COC(=O)CP(=O)(OCC(F)(F)F)OCC(F)(F)F, C[Si](C)(C)[N-][Si](C)(C)C, Cc1ccccc1, CC(C)OC(=O)c1c(C=O)cccc1C(F)(F)F, [K+], C1COCCOCCOCCOCCOCCO1. Yields the product COC(=O)C=Cc1cccc(C(F)(F)F)c1C(=O)OC(C)C. RXN SMILES: [CH2:66]1[O:67][CH2:68][CH2:69][CH2:70]1.[CH3:19][O:20][C:21](=[O:22])[CH2:23][P:24](=[O:25])([O:26][CH2:27][C:28]([F:29])([F:30])[F:31])[O:32][CH2:33][C:34]([F:35])([F:36])[F:37].[CH3:38][Si:39]([N-:40][Si:41]([CH3:42])([CH3:43])[CH3:44])([CH3:45])[CH3:46].[CH3:71][c:72]1[cH:73][cH:74][cH:75][cH:76][cH:77]1.[CH:48](=[O:49])[c:50]1[c:51]([C:52](=[O:53])[O:54][CH:55]([CH3:56])[CH3:57])[c:58]([C:62]([F:63])([F:64])[F:65])[cH:59][cH:60][cH:61]1.[K+:47].[O:1]1[CH2:2][CH2:3][O:4][CH2:5][CH2:6][O:7][CH2:8][CH2:9][O:10][CH2:11][CH2:12][O:13][CH2:14][CH2:15][O:16][CH2:17][CH2:18]1>>[CH3:19][O:20][C:21](=[O:22])[CH:23]=[CH:48][c:50]1[c:51]([C:52](=[O:53])[O:54][CH:55]([CH3:56])[CH3:57])[c:58]([C:62]([F:63])([F:64])[F:65])[cH:59][cH:60][cH:61]1. Reactants: C(CCC1=CC(O)=C(O)C=C1)(=O)O (dihydrocaffeic acid), N1CCOCC1 (morpholine), CN(C)C1=NC=CC=C1 (DMAP), C1(CCCCC1)N=C=NC1CCCCC1 (DCC). Run in CN(C=O)C (DMF). Run at time 8 hour. The product is OC=1C=C(C=CC1O)CCC(=O)N1CCOCC1 (N-[3-(3,4-dihydroxyphenyl)propionyl]morpholine). The yield is 92.1%. RXN SMILES: [C:1]([OH:13])(=O)[CH2:2][CH2:3][C:4]1[CH:11]=[CH:10][C:8]([OH:9])=[C:6]([OH:7])[CH:5]=1.[NH:14]1[CH2:19][CH2:18][O:17][CH2:16][CH2:15]1.CN(C1C=CC=CN=1)C.C1(N=C=NC2CCCCC2)CCCCC1>CN(C)C=O>[OH:7][C:6]1[CH:5]=[C:4]([CH2:3][CH2:2][C:1]([N:14]2[CH2:19][CH2:18][O:17][CH2:16][CH2:15]2)=[O:13])[CH:11]=[CH:10][C:8]=1[OH:9]. Procedure: 3 g of dihydrocaffeic acid and 1.43 g of morpholine were dissolved in 20 ml of DMF (dimethylformamide), and 202 mg of DMAP (dimethylaminopyridine) and 3.4 g of DCC (dicyclohexylcarbodiimide) were further added thereto under cooling, followed by allowing the mixture to stand overnight. The deposited dicyclohexyl urea was removed therefrom by filtration, and the resultant filtrate was then distilled off under reduced pressure. Afterward, the residue was washed with ether in order to obtain 3.8 g o...